From a dataset of the Open Reaction Database (ORD), a public repository of structured organic reaction records. describe an organic reaction: reactants, conditions, products, and yield Reactants: CC1(C(NC2=CC(=C(C=C12)NC(C)=O)[N+](=O)[O-])=O)C (N-(3,3-dimethyl-6-nitro-2-oxo-2,3-dihydro-1H-indol-5-yl)-acetamide), ICCC#CC (1-iodo-3-pentyne), C(=O)([O-])[O-].[K+].[K+] (K2CO3). Product: NC=1C=C2C(C(N(C2=CC1[N+](=O)[O-])CCC#CC)=O)(C)C (5-amino-3,3-dimethyl-6-nitro-1-pent-3-ynyl-1,3-dihydro-indol-2-one). Isolated yield 10.7%. Reaction SMILES: [CH3:1][C:2]1([CH3:19])[C:10]2[C:5](=[CH:6][C:7]([N+:15]([O-:17])=[O:16])=[C:8]([NH:11]C(=O)C)[CH:9]=2)[NH:4][C:3]1=[O:18].I[CH2:21][CH2:22][C:23]#[C:24][CH3:25].C([O-])([O-])=O.[K+].[K+]>>[NH2:11][C:8]1[CH:9]=[C:10]2[C:5](=[CH:6][C:7]=1[N+:15]([O-:17])=[O:16])[N:4]([CH2:25][CH2:24][C:23]#[C:22][CH3:21])[C:3](=[O:18])[C:2]2([CH3:1])[CH3:19] |f:2.3.4|. Reported procedure: Analogously to general procedure (I) N-(3,3-dimethyl-6-nitro-2-oxo-2,3-dihydro-1H-indol-5-yl)-acetamide (3 g) is alkylated using 1-iodo-3-pentyne (4.42 g; 22.8 mmol) and K2CO3 (4.29 g; 30.4 mmol) at 40° C. for 5 d. After aqueous work-up and purification by RP chromatography a part of the material (0.4 g) is de-acetylated in MeOH (30 ml) using DBU (0.4 ml) at reflux. After aqueous work-up 5-amino-3,3-dimethyl-6-nitro-1-pent-3-ynyl-1,3-dihydro-indol-2-one (0.35 g) is obtained and used without furt... Starting materials: OC1C(C(N(C1)C)=O)(C1=CC=CC=C1)C1=CC=CC=C1 (4-hydroxy-1-methyl-3,3-diphenyl-2-pyrrolidinone), C(Cl)(Cl)Cl (chloroform), S(=O)(Cl)Cl (thionyl chloride), N1=CC=CC=C1 (pyridine). The product is ClCC1C(C(N(C1)C)=O)(C1=CC=CC=C1)C1=CC=CC=C1 (4-Chloromethyl-1-methyl-3,3-diphenyl-2-pyrrolidinone). Yield: 59.0%. Reaction SMILES: O[CH:2]1[CH2:6][N:5]([CH3:7])[C:4](=[O:8])[C:3]1([C:15]1[CH:20]=[CH:19][CH:18]=[CH:17][CH:16]=1)[C:9]1[CH:14]=[CH:13][CH:12]=[CH:11][CH:10]=1.S(Cl)(Cl)=O.N1C=CC=CC=1.[CH:31](Cl)(Cl)[Cl:32]>>[Cl:32][CH2:31][CH:2]1[CH2:6][N:5]([CH3:7])[C:4](=[O:8])[C:3]1([C:15]1[CH:20]=[CH:19][CH:18]=[CH:17][CH:16]=1)[C:9]1[CH:14]=[CH:13][CH:12]=[CH:11][CH:10]=1. Reported procedure: To 25.0 g. (0.09 mole) of 4-hydroxy-1-methyl-3,3-diphenyl-2-pyrrolidinone, in 200 ml. of chloroform was added 21.4 g. (0.18 mole) of thionyl chloride. With stirring and ice bath cooling, 18.0 g. (0.23 mole) of pyridine was added dropwise. The solution was refluxed for two hours. After concentrating in vacuo, the residue was dissolved in chloroform and washed successively with dilute hydrochloric acid solution and dilute sodium hydroxide. The chloroform solution was dried, filtered, and concentra... The reactants are C(C)(C)C1=C(N)C(=CC=C1)C(C)C (2,6-diisopropylaniline), C1CCC(CC1)N=C=NC2CCCCC2 (DCC), BrC(C(=O)O)C=1N=NN(N1)CCCCCCCCCCCC (α-bromo-2-dodecyltetrazoleacetic acid). Isolated yield 69.6%. Run in ClCCl (dichloromethane). The product is C(C)(C)C1=C(C(=CC=C1)C(C)C)NC(C(Br)C=1N=NN(N1)CCCCCCCCCCCC)=O ((±)-N-(2,6-diisopropylphenyl) -2-(2-dodecyl-2H-tetrazol-5-yl)-2-bromo-acetamide). Reported procedure: To a solution of α-bromo-2-dodecyltetrazoleacetic acid (5.0 g, 13.3 mmol) in dichloromethane (75 mL), cooled to -10° C., were added 2,6-diisopropylaniline (2.3 g, 12.9 mmol) and DCC (2.7 g, 13 mmol), respectively. The suspension was gradually warmed to room temperature and was stirred for 12 hours. The mixture was filtered and the filtrate was concentrated in vacuo leaving a yellow liquid. The crude product was purified using silica gel chromatography (elution with 10% ethyl acetate/90% hexane) ... Run at time 12 hour. RXN SMILES: [Br:1][CH:2]([C:6]1[N:7]=[N:8][N:9]([CH2:11][CH2:12][CH2:13][CH2:14][CH2:15][CH2:16][CH2:17][CH2:18][CH2:19][CH2:20][CH2:21][CH3:22])[N:10]=1)[C:3]([OH:5])=O.[CH:23]([C:26]1[CH:32]=[CH:31][CH:30]=[C:29]([CH:33]([CH3:35])[CH3:34])[C:27]=1[NH2:28])([CH3:25])[CH3:24].C1CCC(N=C=NC2CCCCC2)CC1>ClCCl>[CH:33]([C:29]1[CH:30]=[CH:31][CH:32]=[C:26]([CH:23]([CH3:25])[CH3:24])[C:27]=1[NH:28][C:3](=[O:5])[CH:2]([C:6]1[N:7]=[N:8][N:9]([CH2:11][CH2:12][CH2:13][CH2:14][CH2:15][CH2:16][CH2:17][CH2:18][CH2:19][CH2:20][CH2:21][CH3:22])[N:10]=1)[Br:1])([CH3:35])[CH3:34]. The reactants are CC#N, CC(C)(C)OC(=O)N1CCC(Cc2cc(N(COCC[Si](C)(C)C)COCC[Si](C)(C)C)n3nccc3n2)CC1, O=C1CCC(=O)N1I. Yields the product CC(C)(C)OC(=O)N1CCC(Cc2cc(N(COCC[Si](C)(C)C)COCC[Si](C)(C)C)n3ncc(I)c3n2)CC1. As a reaction SMILES: [CH3:49][C:50]#[N:51].[CH3:9][Si:10]([CH2:11][CH2:12][O:13][CH2:14][N:15]([c:16]1[cH:17][c:18]([CH2:25][CH:26]2[CH2:27][CH2:28][N:29]([C:32](=[O:33])[O:34][C:35]([CH3:36])([CH3:37])[CH3:38])[CH2:30][CH2:31]2)[n:19][c:20]2[n:21]1[n:22][cH:23][cH:24]2)[CH2:39][O:40][CH2:41][CH2:42][Si:43]([CH3:44])([CH3:45])[CH3:46])([CH3:47])[CH3:48].[O:1]=[C:2]1[N:3]([I:8])[C:4](=[O:5])[CH2:6][CH2:7]1>>[I:8][c:24]1[c:20]2[n:19][c:18]([CH2:25][CH:26]3[CH2:27][CH2:28][N:29]([C:32](=[O:33])[O:34][C:35]([CH3:36])([CH3:37])[CH3:38])[CH2:30][CH2:31]3)[cH:17][c:16]([N:15]([CH2:14][O:13][CH2:12][CH2:11][Si:10]([CH3:9])([CH3:47])[CH3:48])[CH2:39][O:40][CH2:41][CH2:42][Si:43]([CH3:44])([CH3:45])[CH3:46])[n:21]2[n:22][cH:23]1. Starting materials: ClC=1C=C(C=CC1Cl)CCC(=O)C1=CC=CC=C1 (3-(3,4-dichlorophenyl)-1-phenylpropan-1-one), ClC=1C=C(C=CC1Cl)CC/C(=C/C(=O)OCC)/C1=CC=CC=C1 ((Z)-ethyl 5-(3,4-dichlorophenyl)-3-phenylpent-2-enoate). RXN SMILES: ClC1C=C(CCC(C2C=CC=CC=2)=O)C=CC=1Cl.[Cl:19][C:20]1[CH:21]=[C:22]([CH2:27][CH2:28]/[C:29](/[C:36]2[CH:41]=[CH:40][CH:39]=[CH:38][CH:37]=2)=[CH:30]/[C:31]([O:33][CH2:34][CH3:35])=[O:32])[CH:23]=[CH:24][C:25]=1[Cl:26]>>[Cl:19][C:20]1[CH:21]=[C:22]([CH2:27][CH2:28]/[C:29](/[C:36]2[CH:37]=[CH:38][CH:39]=[CH:40][CH:41]=2)=[CH:30]\[C:31]([O:33][CH2:34][CH3:35])=[O:32])[CH:23]=[CH:24][C:25]=1[Cl:26]. The product is ClC=1C=C(C=CC1Cl)CC\C(=C/C(=O)OCC)\C1=CC=CC=C1 ((E)-ethyl 5-(3,4-dichlorophenyl)-3-phenylpent-2-enoate). Procedure: By a procedure similar to that of example 1.85.3, starting from 3-(3,4-dichlorophenyl)-1-phenylpropan-1-one, (Z)-ethyl 5-(3,4-dichlorophenyl)-3-phenylpent-2-enoate and (E)-ethyl 5-(3,4-dichlorophenyl)-3-phenylpent-2-enoate were obtained as colourless oils. Reactants: CON=C(C(=O)NC1[C@@H]2N(C(=C(CS2)COC(N)=O)C(=O)O)C1=O)C1=CC(=CC=C1)O (7-[2-Methoxyimino-2-(3-hydroxyphenyl)acetamido]-3-carbamoyloxymethyl-3-cephem-4-carboxylic acid), C([O-])(O)=O.[Na+] (sodium bicarbonate). Solvent: O (water). Product: CON=C(C(=O)NC1[C@@H]2N(C(=C(CS2)COC(N)=O)C(=O)[O-])C1=O)C1=CC(=CC=C1)O.[Na+] (sodium 7-[2-methoxyimino-2-(3-hydroxyphenyl)acetamido]-3-carbamoyloxymethyl-3-cephem-4-carboxylate). Isolated yield 96.5%. Reaction SMILES: [CH3:1][O:2][N:3]=[C:4]([C:25]1[CH:30]=[CH:29][CH:28]=[C:27]([OH:31])[CH:26]=1)[C:5]([NH:7][CH:8]1[C:23](=[O:24])[N:10]2[C:11]([C:20]([OH:22])=[O:21])=[C:12]([CH2:15][O:16][C:17](=[O:19])[NH2:18])[CH2:13][S:14][C@H:9]12)=[O:6].C(=O)(O)[O-].[Na+:36]>O>[CH3:1][O:2][N:3]=[C:4]([C:25]1[CH:30]=[CH:29][CH:28]=[C:27]([OH:31])[CH:26]=1)[C:5]([NH:7][CH:8]1[C:23](=[O:24])[N:10]2[C:11]([C:20]([O-:22])=[O:21])=[C:12]([CH2:15][O:16][C:17](=[O:19])[NH2:18])[CH2:13][S:14][C@H:9]12)=[O:6].[Na+:36] |f:1.2,4.5|. Procedure: 7-[2-Methoxyimino-2-(3-hydroxyphenyl)acetamido]-3-carbamoyloxymethyl-3-cephem-4-carboxylic acid (syn isomer) (1.98 g.) was suspended in water (15 ml.) and dissolved by adding sodium bicarbonate (0.35 g.) with stirring at ambient temperature. The solution was lyophilized and dried to give sodium 7-[2-methoxyimino-2-(3-hydroxyphenyl)acetamido]-3-carbamoyloxymethyl-3-cephem-4-carboxylate (syn isomer) (1.9 g.).